This data is from the Open Reaction Database (ORD), a public repository of structured organic reaction records. The task is: describe an organic reaction: reactants, conditions, products, and yield Reactants: Brc1cc[nH+]cc1, [Cl-], ClCCl, CC1(C)CNc2ccc(S(=O)(=O)c3ccccc3)cc2O1. Yields the product CC1(C)CN(c2ccncc2)c2ccc(S(=O)(=O)c3ccccc3)cc2O1. As a reaction SMILES: [Br:23][c:24]1[cH:25][cH:26][nH+:27][cH:28][cH:29]1.[Cl-:22].[Cl:30][CH2:31][Cl:32].[c:1]1([S:7](=[O:8])(=[O:9])[c:10]2[cH:11][c:12]3[c:13]([cH:20][cH:21]2)[NH:14][CH2:15][C:16]([CH3:18])([CH3:19])[O:17]3)[cH:2][cH:3][cH:4][cH:5][cH:6]1>>[c:1]1([S:7](=[O:8])(=[O:9])[c:10]2[cH:11][c:12]3[c:13]([cH:20][cH:21]2)[N:14]([c:24]2[cH:25][cH:26][n:27][cH:28][cH:29]2)[CH2:15][C:16]([CH3:18])([CH3:19])[O:17]3)[cH:2][cH:3][cH:4][cH:5][cH:6]1.